This data is from the Open Reaction Database (ORD), a public repository of structured organic reaction records. The task is: describe an organic reaction: reactants, conditions, products, and yield Procedure: The title compound was prepared from 5-{2-[2-(3-chloro-phenyl)-2-hydroxy-ethylamino]-propyl}-benzo[1,3]dioxole-2,2-dicarboxylic acid and cyclohexylmethanol according to the procedure of Example 30 as a white foam (HCl salt); 1H NMR (CDCl3) δ 0.80-1.80 (m, 22H), 1.33 (bs, 3H), 2.80 (m, 1H), 3.18 (m, 2H), 3.48 (m, 2H), 4.10 (m, 4H), 5.50 (bs, 1H), 6.80 (m, 3H), 7.25 (m, 2H), 7.43 (s, 1H), 8.70 (bs, 1H), 10.10 (bs, 1H); IR (KBr): 1765 cm-1 (C=O); MS (CI) m/z 614 (MH+); [α]D25 -22° (c, 1.0, CHCl3). ... Reaction SMILES: [Cl:1][C:2]1[CH:3]=[C:4]([CH:8]([OH:29])[CH2:9][NH:10][CH:11]([CH3:28])[CH2:12][C:13]2[CH:27]=[CH:26][C:16]3[O:17][C:18]([C:23]([OH:25])=[O:24])([C:20]([OH:22])=[O:21])[O:19][C:15]=3[CH:14]=2)[CH:5]=[CH:6][CH:7]=1.[CH:30]1([CH2:36]O)[CH2:35][CH2:34][CH2:33][CH2:32][CH2:31]1.Cl.[K+].[Br-]>C(Cl)(Cl)Cl>[CH:30]1([CH2:36][O:24][C:23]([C:18]2([C:20]([O:22][CH2:8][CH:4]3[CH2:5][CH2:6][CH2:7][CH2:2][CH2:3]3)=[O:21])[O:17][C:16]3[CH:26]=[CH:27][C:13]([CH2:12][CH:11]([NH:10][CH2:9][CH:8]([C:4]4[CH:5]=[CH:6][CH:7]=[C:2]([Cl:1])[CH:3]=4)[OH:29])[CH3:28])=[CH:14][C:15]=3[O:19]2)=[O:25])[CH2:35][CH2:34][CH2:33][CH2:32][CH2:31]1 |f:3.4|. The reactants are [K+].[Br-] (KBr), ClC=1C=C(C=CC1)C(CNC(CC1=CC2=C(OC(O2)(C(=O)O)C(=O)O)C=C1)C)O (5-{2-[2-(3-chloro-phenyl)-2-hydroxy-ethylamino]-propyl}-benzo[1,3]dioxole-2,2-dicarboxylic acid), C1(CCCCC1)CO (cyclohexylmethanol), Cl (HCl). The product is C1(CCCCC1)COC(=O)C1(OC2=C(O1)C=CC(=C2)CC(C)NCC(O)C2=CC(=CC=C2)Cl)C(=O)OCC2CCCCC2 (5-{2-[2-(3-Chloro-phenyl)-2-hydroxy-ethylamino]-propyl}-benzo[1,3]dioxole-2,2-dicarboxylic acid bis-cyclohexylmethyl ester). The solvent is C(Cl)(Cl)Cl (CHCl3). Starting materials: CCCC[Sn](Cl)(CCCC)CCCC, C1CCOC1, CC(C)[Mg+], [Cl-], [Cl-], [Cl-], Cc1cc(-c2cc(C(F)(F)F)nc(-n3cnc(I)c3)n2)ccc1C(F)(F)F, [Li+], [NH4+]. Product: CCCC[Sn](CCCC)(CCCC)c1cn(-c2nc(-c3ccc(C(F)(F)F)c(C)c3)cc(C(F)(F)F)n2)cn1. Reaction SMILES: [CH2:35]([CH2:36][CH2:37][CH3:38])[Sn:39]([CH2:40][CH2:41][CH2:42][CH3:43])([CH2:44][CH2:45][CH2:46][CH3:47])[Cl:48].[CH2:51]1[O:52][CH2:53][CH2:54][CH2:55]1.[CH:31]([Mg+:32])([CH3:33])[CH3:34].[Cl-:28].[Cl-:30].[Cl-:49].[I:1][c:2]1[n:3][cH:4][n:5](-[c:7]2[n:8][c:9](-[c:17]3[cH:18][c:19]([CH3:27])[c:20]([C:23]([F:24])([F:25])[F:26])[cH:21][cH:22]3)[cH:10][c:11]([C:13]([F:14])([F:15])[F:16])[n:12]2)[cH:6]1.[Li+:29].[NH4+:50]>>[c:2]1([Sn:39]([CH2:35][CH2:36][CH2:37][CH3:38])([CH2:40][CH2:41][CH2:42][CH3:43])[CH2:44][CH2:45][CH2:46][CH3:47])[n:3][cH:4][n:5](-[c:7]2[n:8][c:9](-[c:17]3[cH:18][c:19]([CH3:27])[c:20]([C:23]([F:24])([F:25])[F:26])[cH:21][cH:22]3)[cH:10][c:11]([C:13]([F:14])([F:15])[F:16])[n:12]2)[cH:6]1. As a reaction SMILES: [Cl:1][C:2]1[C:10]2[N:9]=[C:8]3[N:11]([C:15]4[CH:20]=[CH:19][C:18]([Cl:21])=[CH:17][C:16]=4[Cl:22])[CH2:12][CH2:13][CH2:14][N:7]3[C:6]=2[C:5]([CH:23]([NH2:26])[CH2:24][CH3:25])=[CH:4][CH:3]=1.C(N(C(C)C)C(C)C)C.FC(F)(F)S(O[CH2:42][C:43]([F:46])([F:45])[F:44])(=O)=O.O>CN(C)C=O>[Cl:1][C:2]1[C:10]2[N:9]=[C:8]3[N:11]([C:15]4[CH:20]=[CH:19][C:18]([Cl:21])=[CH:17][C:16]=4[Cl:22])[CH2:12][CH2:13][CH2:14][N:7]3[C:6]=2[C:5]([CH:23]([NH:26][CH2:42][C:43]([F:46])([F:45])[F:44])[CH2:24][CH3:25])=[CH:4][CH:3]=1. Yield: 31.8%. Solvent: CN(C=O)C (N,N-dimethylformamide). Starting materials: FC(S(=O)(=O)OCC(F)(F)F)(F)F (2,2,2-trifluoroethyl trifluoromethanesulfonate), O (Water), ClC1=CC=C(C=2N3C(=NC21)N(CCC3)C3=C(C=C(C=C3)Cl)Cl)C(CC)N (1-[9-chloro-1-(2,4-dichlorophenyl)-1,2,3,4-tetrahydropyrimido[1,2-a]benzimidazol-6-yl]propan-1-amine), C(C)N(C(C)C)C(C)C (ethyldiisopropylamine), FC(S(=O)(=O)OCC(F)(F)F)(F)F (2,2,2-trifluoroethyl trifluoromethanesulfonate). Procedure details: To a solution of 1-[9-chloro-1-(2,4-dichlorophenyl)-1,2,3,4-tetrahydropyrimido[1,2-a]benzimidazol-6-yl]propan-1-amine (200 mg, 0.488 mmol) and ethyldiisopropylamine (0.166 mL, 0.976 mmol) in N,N-dimethylformamide (10 mL) was added 2,2,2-trifluoroethyl trifluoromethanesulfonate (0.0774 mL, 0.54 mmol) at room temperature. The mixture was stirred at room temperature for 20 hr. To the reaction mixture was added 2,2,2-trifluoroethyl trifluoromethanesulfonate (0.030 mL, 0.208 mmol) at room temperature... Reaction conditions: time 20 hour. Product: ClC1=CC=C(C=2N3C(=NC21)N(CCC3)C3=C(C=C(C=C3)Cl)Cl)C(CC)NCC(F)(F)F (1-[9-Chloro-1-(2,4-dichlorophenyl)-1,2,3,4-tetrahydropyrimido[1,2-a]benzimidazol-6-yl]-N-(2,2,2-trifluoroethyl)propan-1-amine). Starting materials: O=C(Cl)c1ccccc1, CCCCc1nn(-c2ccccc2Cl)c(=O)n1Cc1ccc(-c2ccccc2S(N)(=O)=O)cc1, c1ccncc1. Product: CCCCc1nn(-c2ccccc2Cl)c(=O)n1Cc1ccc(-c2ccccc2S(=O)(=O)NC(=O)c2ccccc2)cc1. RXN SMILES: [C:35]([c:36]1[cH:37][cH:38][cH:39][cH:40][cH:41]1)(=[O:42])[Cl:43].[CH2:1]([CH2:2][CH2:3][CH3:4])[c:5]1[n:6]([CH2:18][c:19]2[cH:20][cH:21][c:22](-[c:25]3[c:26]([S:31]([NH2:32])(=[O:33])=[O:34])[cH:27][cH:28][cH:29][cH:30]3)[cH:23][cH:24]2)[c:7](=[O:17])[n:8](-[c:10]2[c:11]([Cl:16])[cH:12][cH:13][cH:14][cH:15]2)[n:9]1.[cH:44]1[cH:45][cH:46][n:47][cH:48][cH:49]1>>[CH2:1]([CH2:2][CH2:3][CH3:4])[c:5]1[n:6]([CH2:18][c:19]2[cH:20][cH:21][c:22](-[c:25]3[c:26]([S:31]([NH:32][C:35]([c:36]4[cH:37][cH:38][cH:39][cH:40][cH:41]4)=[O:42])(=[O:33])=[O:34])[cH:27][cH:28][cH:29][cH:30]3)[cH:23][cH:24]2)[c:7](=[O:17])[n:8](-[c:10]2[c:11]([Cl:16])[cH:12][cH:13][cH:14][cH:15]2)[n:9]1.